This data is from the Open Reaction Database (ORD), a public repository of structured organic reaction records. The task is: describe an organic reaction: reactants, conditions, products, and yield Starting materials: BrC=1N=C(N(C1C)C)C (4-Bromo-1,2,5-trimethyl-1H-imidazole), BrC=1N(C(=C(N1)Br)C)C (2,4-dibromo-1,5-dimethyl-1H-imidazole), C(CCC)[Li] (n-butyl lithium), CI (methyl iodide), 1-[3-(7-boronic acid-imidazo[1,2-a]pyridin-3-yl)-phenyl]-3-(2,2,2-trifluoro-ethyl)-urea, CC1(OB(OC1(C)C)C1=CC=2N(C=C1)C(=CN2)C=2C=C(C=CC2)NC(=O)NCC(F)(F)F)C (1-{3-[7-(4,4,5,5-tetramethyl-[1,3,2]dioxaborolan-2-yl)-imidazo[1,2-a]pyridin-3-yl]-phenyl}-3-(2,2,2-trifluoro-ethyl)-urea). Yields the product FC(CNC(=O)NC1=CC(=CC=C1)C1=CN=C2N1C=CC(=C2)C=2N=C(N(C2C)C)C)(F)F (1-(2,2,2-Trifluoro-ethyl)-3-{3-[7-(1,2,5-trimethyl-1H-imidazol-4-yl)-imidazo[1,2,a]pyridine-3-yl]-phenyl}-urea). As a reaction SMILES: Br[C:2]1[N:3]=[C:4]([CH3:9])[N:5]([CH3:8])[C:6]=1[CH3:7].BrC1N(C)C(C)=C(Br)N=1.C([Li])CCC.CI.CC1(C)C(C)(C)OB([C:34]2[CH:39]=[CH:38][N:37]3[C:40]([C:43]4[CH:44]=[C:45]([NH:49][C:50]([NH:52][CH2:53][C:54]([F:57])([F:56])[F:55])=[O:51])[CH:46]=[CH:47][CH:48]=4)=[CH:41][N:42]=[C:36]3[CH:35]=2)O1>>[F:57][C:54]([F:56])([F:55])[CH2:53][NH:52][C:50]([NH:49][C:45]1[CH:46]=[CH:47][CH:48]=[C:43]([C:40]2[N:37]3[CH:38]=[CH:39][C:34]([C:2]4[N:3]=[C:4]([CH3:9])[N:5]([CH3:8])[C:6]=4[CH3:7])=[CH:35][C:36]3=[N:42][CH:41]=2)[CH:44]=1)=[O:51]. Procedure details: 4-Bromo-1,2,5-trimethyl-1H-imidazole may be prepared from 2,4-dibromo-1,5-dimethyl-1H-imidazole by treatment with n-butyl lithium and methyl iodide as described in J. Org. Chem., 1994, 59, 5524. This may be coupled with 1-[3-(7-boronic acid-imidazo[1,2-a]pyridin-3-yl)-phenyl]-3-(2,2,2-trifluoro-ethyl)-urea or 1-{3-[7-(4,4,5,5-tetramethyl-[1,3,2]dioxaborolan-2-yl)-imidazo[1,2-a]pyridin-3-yl]-phenyl}-3-(2,2,2-trifluoro-ethyl)-urea according to procedure E3.